Dataset: the Open Reaction Database (ORD), a public repository of structured organic reaction records. Task: describe an organic reaction: reactants, conditions, products, and yield Starting materials: COc1ccccc1-c1cn(S(=O)(=O)c2ccc(C)cc2)c2ncc(-c3cc(C(=O)C(=O)N(C)C)ncn3)cc12, CO, [K+], [OH-]. The product is COc1ccccc1-c1c[nH]c2ncc(-c3cc(C(=O)C(=O)N(C)C)ncn3)cc12. RXN SMILES: [CH3:1][O:2][c:3]1[c:4](-[c:9]2[cH:10][n:11]([S:31]([c:32]3[cH:33][cH:34][c:35]([CH3:36])[cH:37][cH:38]3)(=[O:39])=[O:40])[c:12]3[n:13][cH:14][c:15](-[c:18]4[cH:19][c:20]([C:24]([C:25](=[O:26])[N:27]([CH3:28])[CH3:29])=[O:30])[n:21][cH:22][n:23]4)[cH:16][c:17]23)[cH:5][cH:6][cH:7][cH:8]1.[CH3:43][OH:44].[K+:42].[OH-:41]>>[CH3:1][O:2][c:3]1[c:4](-[c:9]2[cH:10][nH:11][c:12]3[n:13][cH:14][c:15](-[c:18]4[cH:19][c:20]([C:24]([C:25](=[O:26])[N:27]([CH3:28])[CH3:29])=[O:30])[n:21][cH:22][n:23]4)[cH:16][c:17]23)[cH:5][cH:6][cH:7][cH:8]1. The reactants are C(C)OC(CC(CC1=CC=C(C=C1)Cl)=O)=O (4-(4-chloro-phenyl)-3-oxo-butyric acid ethyl ester), ClC1=C(N)C=CC=C1 (2-chloroaniline), N(=O)[O-].[Na+] (sodium nitrite). Solvent: C(C)(=O)O (acetic acid), C(C)(=O)O (acetic acid), O (water), O (water), O (water). Conditions: temperature 0 celsius, time 30 minute. Yields the product C(C)OC(C(C(CC1=CC=C(C=C1)Cl)=O)=NNC1=C(C=CC=C1)Cl)=O (4-(4-Chlorophenyl)-2-[(2-chlorophenyl)-hydrazono]-3-oxobutyric Acid Ethyl Ester). RXN SMILES: [N:1]([O-])=O.[Na+].[Cl:5][C:6]1[CH:12]=[CH:11][CH:10]=[CH:9][C:7]=1[NH2:8].[CH2:13]([O:15][C:16](=[O:28])[CH2:17][C:18](=[O:27])[CH2:19][C:20]1[CH:25]=[CH:24][C:23]([Cl:26])=[CH:22][CH:21]=1)[CH3:14]>O.C(O)(=O)C>[CH2:13]([O:15][C:16](=[O:28])[C:17](=[N:1][NH:8][C:7]1[CH:9]=[CH:10][CH:11]=[CH:12][C:6]=1[Cl:5])[C:18](=[O:27])[CH2:19][C:20]1[CH:21]=[CH:22][C:23]([Cl:26])=[CH:24][CH:25]=1)[CH3:14] |f:0.1|. Procedure details: A solution of sodium nitrite (3.4 g, 50.4 mmol) in water (15 ml) was added dropwise over an hour period to a cooled (0° C.), stirred solution of 2-chloroaniline (6.4 g, 50.4 mmol) in acetic acid (50 ml)/water (7 ml). Then a solution of 4-(4-chloro-phenyl)-3-oxo-butyric acid ethyl ester (10 g, 42 mmol) in acetic acid (30 ml) was added dropwise over a 30-minutes period to produce an orange slurry (20 ml of water added to aid stirring). After an additional hour, the mixture was filtered, solids was... The reactants are COC(=O)c1ccccc1, CC(C)c1ccccc1, O=C1CCCCC1, O=S(=O)(O)O. Yields the product O=C1CCCCC1C(=O)c1ccccc1. RXN SMILES: [C:1]([c:2]1[cH:3][cH:4][cH:5][cH:6][cH:7]1)(=[O:8])[O:9][CH3:10].[CH3:23][CH:24]([c:25]1[cH:26][cH:27][cH:28][cH:29][cH:30]1)[CH3:31].[O:11]=[C:12]1[CH2:13][CH2:14][CH2:15][CH2:16][CH2:17]1.[S:18](=[O:19])(=[O:20])([OH:21])[OH:22]>>[C:1]([c:2]1[cH:3][cH:4][cH:5][cH:6][cH:7]1)(=[O:8])[CH:13]1[C:12](=[O:11])[CH2:17][CH2:16][CH2:15][CH2:14]1. Reactants: Nc1nc(-c2ccc(Br)cc2)cs1, CC(=O)OCC(=O)Cl, ClCCl, CCOC(C)=O, CCN(C(C)C)C(C)C. The product is CC(=O)OCC(=O)Nc1nc(-c2ccc(Br)cc2)cs1. RXN SMILES: [Br:1][c:2]1[cH:3][cH:4][c:5](-[c:8]2[n:9][c:10]([NH2:13])[s:11][cH:12]2)[cH:6][cH:7]1.[C:23]([CH3:24])(=[O:25])[O:26][CH2:27][C:28](=[O:29])[Cl:30].[CH2:31]([Cl:32])[Cl:33].[CH3:34][CH2:35][O:36][C:37](=[O:38])[CH3:39].[CH:14]([N:15]([CH:16]([CH3:17])[CH3:18])[CH2:19][CH3:20])([CH3:21])[CH3:22]>>[Br:1][c:2]1[cH:3][cH:4][c:5](-[c:8]2[n:9][c:10]([NH:13][C:28]([CH2:27][O:26][C:23]([CH3:24])=[O:25])=[O:29])[s:11][cH:12]2)[cH:6][cH:7]1.